This data is from the Open Reaction Database (ORD), a public repository of structured organic reaction records. The task is: describe an organic reaction: reactants, conditions, products, and yield Reactants: CCC(=O)Cl, Cl[Al](Cl)Cl, Fc1cccc(Br)c1. Product: CCC(=O)c1ccc(Br)cc1F. As a reaction SMILES: [C:13]([CH2:14][CH3:15])(=[O:16])[Cl:17].[Cl:9][Al:10]([Cl:11])[Cl:12].[F:1][c:2]1[cH:3][c:4]([Br:8])[cH:5][cH:6][cH:7]1>>[F:1][c:2]1[cH:3][c:4]([Br:8])[cH:5][cH:6][c:7]1[C:13]([CH2:14][CH3:15])=[O:16]. Starting materials: O1CCN(CC1)CC(C(=S)NCN1CCOCC1)C1=NC=CC=C1 (3-morpholino-N-morpholinomethyl-2-(2-pyridyl)thiopropanamide), Cl (hydrogen chloride). The solvent is C(C)O (ethanol). The product is Cl.Cl.Cl.O1CCN(CC1)CC(C(=S)NCN1CCOCC1)C1=NC=CC=C1 (3-morpholino-N-morpholinomethyl-2-(2-pyridyl)thiopropanamide trihydrochloride). As a reaction SMILES: [O:1]1[CH2:6][CH2:5][N:4]([CH2:7][CH:8]([C:19]2[CH:24]=[CH:23][CH:22]=[CH:21][N:20]=2)[C:9]([NH:11][CH2:12][N:13]2[CH2:18][CH2:17][O:16][CH2:15][CH2:14]2)=[S:10])[CH2:3][CH2:2]1.[ClH:25]>C(O)C>[ClH:25].[ClH:25].[ClH:25].[O:1]1[CH2:2][CH2:3][N:4]([CH2:7][CH:8]([C:19]2[CH:24]=[CH:23][CH:22]=[CH:21][N:20]=2)[C:9]([NH:11][CH2:12][N:13]2[CH2:14][CH2:15][O:16][CH2:17][CH2:18]2)=[S:10])[CH2:5][CH2:6]1 |f:3.4.5.6|. Procedure: One gram of 3-morpholino-N-morpholinomethyl-2-(2-pyridyl)thiopropanamide in ethanol is treated with ethereal hydrogen chloride and the solvents are removed under reduced pressure to give 3-morpholino-N-morpholinomethyl-2-(2-pyridyl)thiopropanamide trihydrochloride.